describe an organic reaction: reactants, conditions, products, and yield From a dataset of the Open Reaction Database (ORD), a public repository of structured organic reaction records. Reactants: BrC1=CC(=C(C=C1)OC(C)C)C(=C)C1=CC=C(C=C1)C (4-bromo-1-isopropoxy-2-[(1-p-tolyl)vinyl]benzene), BrC1=CC(=C(C=C1)CC(C)=O)C(=C)C1=CC=C(C=C1)C (4-Bromo-1-isopropo y-2-[(1-p-tolyl)vinyl]benzene), BrC1=CC(=C(C=C1)O)C(=C)C=1C=C(C=CC1)C (4-bromo-2-[(1-m-tolyl)vinyl]phenol), BrC1=CC(=C(C=C1)O)C(=C)C=1C=C(C=CC1)C (4-bromo-2-[(1-m-tolyl)vinyl]phenol). The product is BrC1=CC(C(C=C1)(O)OC(C)C)C(=C)C=1C=C(C=CC1)C (4-Bromo-1-isopropoxy-2-[(1-m-tolyl)vinyl]phenol). RXN SMILES: BrC1C=[CH:6][C:5]([O:8]C(C)C)=[C:4](C(C2C=CC(C)=CC=2)=C)C=1.BrC1C=CC(CC(=O)C)=C(C(C2C=CC(C)=CC=2)=C)C=1.[Br:41][C:42]1[CH:47]=[CH:46][C:45]([OH:48])=[C:44]([C:49]([C:51]2[CH:52]=[C:53]([CH3:57])[CH:54]=[CH:55][CH:56]=2)=[CH2:50])[CH:43]=1>>[Br:41][C:42]1[CH:47]=[CH:46][C:45]([O:8][CH:5]([CH3:6])[CH3:4])([OH:48])[CH:44]([C:49]([C:51]2[CH:52]=[C:53]([CH3:57])[CH:54]=[CH:55][CH:56]=2)=[CH2:50])[CH:43]=1. Procedure details: Employing the same general procedure as for the preparation of 4-bromo-1-isopropoxy-2-[(1-p-tolyl)vinyl]benzene (Compound S), 81.5 mg (0.3 mmol) of 4-bromo-2-[(1-m-tolyl)vinyl]phenol (Compound N) was converted into the title compound using 164 mg (0.6 mmol) of triphenylphosphine, 0.10 mL (108 mg, 0.6 mmol) of diethylazodicarboxylate, 0.05 mL (39 mg, 0.6 mmol) of isopropanol and 3 mL of tetrahydrofuran. The reaction was sluggish necessitating addition (after 23 hours of stirring at ambient temper... Reactants: C(C)(=O)O (Acetic acid), [N+](=[N-])=C (diazomethane), C(C)(=O)C(CCCCCCC(=O)O)CCCC(COC1=CC=C(C=C1)F)O (8-acetyl-12-hydroxy-13-(4-fluorophenoxy)tridecanoic acid). The solvent is CCOCC (ether), CCOCC (ether). Run at time 4 hour. Yields the product C(C)(=O)C(CCCCCCC(=O)OC)CCCC(COC1=CC=C(C=C1)F)O (Methyl 8-Acetyl-12-hydroxy-13-(4-fluorophenoxy)tridecanoate). Reaction SMILES: [N+](=C)=[N-].[C:4]([CH:7]([CH2:17][CH2:18][CH2:19][CH:20]([OH:30])[CH2:21][O:22][C:23]1[CH:28]=[CH:27][C:26]([F:29])=[CH:25][CH:24]=1)[CH2:8][CH2:9][CH2:10][CH2:11][CH2:12][CH2:13][C:14]([OH:16])=[O:15])(=[O:6])[CH3:5].[C:31](O)(=O)C>CCOCC>[C:4]([CH:7]([CH2:17][CH2:18][CH2:19][CH:20]([OH:30])[CH2:21][O:22][C:23]1[CH:28]=[CH:27][C:26]([F:29])=[CH:25][CH:24]=1)[CH2:8][CH2:9][CH2:10][CH2:11][CH2:12][CH2:13][C:14]([O:16][CH3:31])=[O:15])(=[O:6])[CH3:5]. Procedure: A solution of diazomethane (approximately 2.5 g., 0.06 mole) in ether (100 ml.) is mixed with a solution of 8-acetyl-12-hydroxy-13-(4-fluorophenoxy)tridecanoic acid (11.5 g., 0.03 mole) in ether (50 ml.). The resulting solution is allowed to stand 4 hours at room temperature. Acetic acid is then added to destroy the excess diazomethane and the solution is washed with dilute sodium bicarbonate solution and water and dried over sodium sulfate. Evaporation of volatile materials at reduced pressure ... The reactants are [C-]#N, CCCCOCCc1cccc(-c2ccccc2-c2cccc(Br)c2)c1, Cc1ccccc1, [Cl-]. RXN SMILES: [C-:27]#[N:28].[CH2:1]([CH2:2][CH2:3][CH3:4])[O:5][CH2:6][CH2:7][c:8]1[cH:9][c:10](-[c:14]2[c:15](-[c:20]3[cH:21][cH:22][cH:23][c:24]([Br:26])[cH:25]3)[cH:16][cH:17][cH:18][cH:19]2)[cH:11][cH:12][cH:13]1.[CH3:30][c:31]1[cH:32][cH:33][cH:34][cH:35][cH:36]1.[Cl-:29]>>[CH2:1]([CH2:2][CH2:3][CH3:4])[O:5][CH2:6][CH2:7][c:8]1[cH:9][c:10](-[c:14]2[c:15](-[c:20]3[cH:21][cH:22][cH:23][c:24]([C:27]#[N:28])[cH:25]3)[cH:16][cH:17][cH:18][cH:19]2)[cH:11][cH:12][cH:13]1. Product: CCCCOCCc1cccc(-c2ccccc2-c2cccc(C#N)c2)c1.